Dataset: the Open Reaction Database (ORD), a public repository of structured organic reaction records. Task: describe an organic reaction: reactants, conditions, products, and yield Starting materials: FC1=CC=C(C(NCC(=O)O)=O)C=C1 (4-fluoro-hippuric acid), Cl.ClC1=CC=C(C=C1)C(C1=CC(=CC=C1)C(F)(F)F)N (rac-C-(4-chloro-phenyl)-C-(3-trifluoromethyl-phenyl)-methylamine hydrochloride). Product: ClC1=CC=C(C=C1)C(C1=CC(=CC=C1)C(F)(F)F)NC(=O)CNC(C1=CC=C(C=C1)F)=O (rac-N-({[(4-Chloro-phenyl)-(3-trifluoromethyl-phenyl)-methyl]-carbamoyl}-methyl)-4-fluoro-benzamide). Reaction SMILES: [F:1][C:2]1[CH:14]=[CH:13][C:5]([C:6](=[O:12])[NH:7][CH2:8][C:9]([OH:11])=O)=[CH:4][CH:3]=1.Cl.[Cl:16][C:17]1[CH:22]=[CH:21][C:20]([CH:23]([NH2:34])[C:24]2[CH:29]=[CH:28][CH:27]=[C:26]([C:30]([F:33])([F:32])[F:31])[CH:25]=2)=[CH:19][CH:18]=1>>[Cl:16][C:17]1[CH:22]=[CH:21][C:20]([CH:23]([NH:34][C:9]([CH2:8][NH:7][C:6](=[O:12])[C:5]2[CH:4]=[CH:3][C:2]([F:1])=[CH:14][CH:13]=2)=[O:11])[C:24]2[CH:29]=[CH:28][CH:27]=[C:26]([C:30]([F:32])([F:33])[F:31])[CH:25]=2)=[CH:19][CH:18]=1 |f:1.2|. Procedure: Prepared in analogy to example 1.1 from 4-fluoro-hippuric acid (CA [366-79-0]) and rac-C-(4-chloro-phenyl)-C-(3-trifluoromethyl-phenyl)-methylamine hydrochloride (CA [49703-70-0]). Reactants: O=C([O-])[O-], CCOC(=O)CCBr, CC#N, [K+], [K+], c1ccc2[nH]cnc2c1. Yields the product CCOC(=O)CCn1cnc2ccccc21. RXN SMILES: [C:18](=[O:19])([O-:20])[O-:21].[CH2:1]([CH3:2])[O:3][C:4]([CH2:5][CH2:6][Br:7])=[O:8].[CH3:24][C:25]#[N:26].[K+:22].[K+:23].[n:9]1[cH:10][nH:11][c:12]2[c:13]1[cH:14][cH:15][cH:16][cH:17]2>>[CH2:1]([CH3:2])[O:3][C:4]([CH2:5][CH2:6][n:9]1[cH:10][n:11][c:12]2[c:13]1[cH:14][cH:15][cH:16][cH:17]2)=[O:8]. Starting materials: [BH4-], CC(C)(C)OC(=O)NCCN, CO, O=Cc1ccc(F)cc1Cl, [Na+]. Yields the product CC(C)(C)OC(=O)NCCNCc1ccc(F)cc1Cl. RXN SMILES: [BH4-:22].[C:11]([CH3:12])([CH3:13])([CH3:14])[O:15][C:16]([NH:17][CH2:18][CH2:19][NH2:20])=[O:21].[CH3:24][OH:25].[Cl:1][c:2]1[c:3]([CH:4]=[O:5])[cH:6][cH:7][c:8]([F:10])[cH:9]1.[Na+:23]>>[Cl:1][c:2]1[c:3]([CH2:4][NH:20][CH2:19][CH2:18][NH:17][C:16]([O:15][C:11]([CH3:12])([CH3:13])[CH3:14])=[O:21])[cH:6][cH:7][c:8]([F:10])[cH:9]1. As a reaction SMILES: [CH:1]1[C:14]2[C:13](=[O:15])[C:12]3[C:7](=[CH:8][CH:9]=[CH:10][CH:11]=3)[C:6](=[O:16])[C:5]=2[CH:4]=[CH:3][C:2]=1[C:17]([N:19]1[CH2:24][CH2:23][C:22]2[CH:25]=[CH:26][O:27][C:21]=2[CH2:20]1)=[O:18].[CH3:28][NH:29][CH3:30].[CH2:31]=O>C(O)(=O)C>[CH3:28][N:29]([CH2:31][C:26]1[O:27][C:21]2[CH2:20][N:19]([C:17]([C:2]3[CH:3]=[CH:4][C:5]4[C:6](=[O:16])[C:7]5[C:12](=[CH:11][CH:10]=[CH:9][CH:8]=5)[C:13](=[O:15])[C:14]=4[CH:1]=3)=[O:18])[CH2:24][CH2:23][C:22]=2[CH:25]=1)[CH3:30]. Run in C(C)(=O)O (acetic acid). Reactants: C1=C(C=CC=2C(C3=CC=CC=C3C(C12)=O)=O)C(=O)N1CC2=C(CC1)C=CO2 (6-(anthraquinone-2-carbonyl)-4,5,6,7-tetrahydrofuro[2,3-c]pyridine), CNC (dimethylamine), C=O (formaldehyde). Procedure: To a solution of 0.280 g (0.784 mmol) of 6-(anthraquinone-2-carbonyl)-4,5,6,7-tetrahydrofuro[2,3-c]pyridine in 20 ml of acetic acid, 0.106 ml (1.18 mmol) of 50% aqueous dimethylamine and 0.096 ml (1.18 mmol) of 37% aqueous formaldehyde were added, followed by stirring at 100° C. for 30 minutes. After the solvent was distilled off under reduced pressure, the residual solution was alkalified with 5% aqueous sodium hydrogen carbonate, and extracted with dichloromethane 2 times. The combined organic... Conditions: temperature 100 celsius, time 30 minute. Yields the product CN(C)CC1=CC2=C(CN(CC2)C(=O)C2=CC=3C(C4=CC=CC=C4C(C3C=C2)=O)=O)O1 (N,N-dimethyl-[6-(anthraquinone-2-carbonyl)-4,5,6,7-tetrahydrofuro[2,3-c]pyridin-2-ylmethyl]amine). Starting materials: CC(C)(C)[Si](C)(C)OCCCO, COc1ccc(S(=O)(=O)Nc2ccc(Cl)cc2Cc2c(F)cccc2F)cc1OC, CC(C)OC(=O)N=NC(=O)OC(C)C, C1CCOC1, c1ccc(P(c2ccccc2)c2ccccc2)cc1. The product is COc1ccc(S(=O)(=O)N(CCCO[Si](C)(C)C(C)(C)C)c2ccc(Cl)cc2Cc2c(F)cccc2F)cc1OC. As a reaction SMILES: [C:34]([CH3:35])([CH3:36])([CH3:37])[Si:38]([O:39][CH2:40][CH2:41][CH2:42][OH:43])([CH3:44])[CH3:45].[Cl:46][c:47]1[cH:48][c:49]([CH2:67][c:68]2[c:69]([F:75])[cH:70][cH:71][cH:72][c:73]2[F:74])[c:50]([NH:53][S:54](=[O:55])(=[O:56])[c:57]2[cH:58][c:59]([O:65][CH3:66])[c:60]([O:63][CH3:64])[cH:61][cH:62]2)[cH:51][cH:52]1.[O:20]=[C:21]([O:22][CH:23]([CH3:24])[CH3:25])[N:26]=[N:27][C:28]([O:29][CH:30]([CH3:31])[CH3:32])=[O:33].[O:76]1[CH2:77][CH2:78][CH2:79][CH2:80]1.[c:1]1([P:2]([c:3]2[cH:4][cH:5][cH:6][cH:7][cH:8]2)[c:9]2[cH:10][cH:11][cH:12][cH:13][cH:14]2)[cH:15][cH:16][cH:17][cH:18][cH:19]1>>[C:34]([CH3:35])([CH3:36])([CH3:37])[Si:38]([O:39][CH2:40][CH2:41][CH2:42][N:53]([c:50]1[c:49]([CH2:67][c:68]2[c:69]([F:75])[cH:70][cH:71][cH:72][c:73]2[F:74])[cH:48][c:47]([Cl:46])[cH:52][cH:51]1)[S:54](=[O:55])(=[O:56])[c:57]1[cH:58][c:59]([O:65][CH3:66])[c:60]([O:63][CH3:64])[cH:61][cH:62]1)([CH3:44])[CH3:45]. Reactants: C(CCCCC(=O)O)(=O)O (Adipic acid). Solvent: C1CCCCC1 (cyclohexane). The product is C(CCCCC(=O)O)(=O)O (Adipic acid), C1(CCCCC1)O (cyclohexanol). Reaction SMILES: [C:1]([OH:10])(=[O:9])[CH2:2][CH2:3][CH2:4][CH2:5][C:6]([OH:8])=[O:7]>C1CCCCC1>[C:1]([OH:10])(=[O:9])[CH2:2][CH2:3][CH2:4][CH2:5][C:6]([OH:8])=[O:7].[CH:1]1([OH:10])[CH2:2][CH2:3][CH2:4][CH2:5][CH2:6]1. Procedure: Adipic acid is an important commodity in the chemical industry, particularly for consumption as a comonomer in the synthesis of polymers. Adipic acid is obtained by oxidation of cyclohexane or cyclohexanol on a commercial scale.